The task is: describe an organic reaction: reactants, conditions, products, and yield. This data is from the Open Reaction Database (ORD), a public repository of structured organic reaction records. The reactants are FC1=CC(=C(C=C1)NC)[N+](=O)[O-] ((4-fluoro-2-nitrophenyl)-methylamine). Reagents/catalysts: [Ni] (Raney nickel). Run in C(C)(=O)OCC (ethyl acetate). Run at time 4.5 hour. Yields the product FC=1C=C(C(=CC1)NC)N (4-fluoro-N1-methylbenzene-1,2-diamine). The yield is 76.4%. Reaction SMILES: [F:1][C:2]1[CH:7]=[CH:6][C:5]([NH:8][CH3:9])=[C:4]([N+:10]([O-])=O)[CH:3]=1>C(OCC)(=O)C.[Ni]>[F:1][C:2]1[CH:3]=[C:4]([NH2:10])[C:5]([NH:8][CH3:9])=[CH:6][CH:7]=1. Procedure: 6.2 g (4-fluoro-2-nitrophenyl)-methylamine are suspended in 200 ml of ethyl acetate and hydrogenated with 1 g of Raney nickel at a pressure of 5 bar and ambient temperature. After 4.5 hours the catalyst is suction filtered and the filtrate is evaporated to dryness. 3.9 g product are obtained as an oil. The reactants are COc1ccc(Cn2ncc3c4c(cnc32)CNCC4)cc1, ClCCl, O=C=Nc1ccccc1. Yields the product COc1ccc(Cn2ncc3c4c(cnc32)CN(C(=O)Nc2ccccc2)CC4)cc1. As a reaction SMILES: [CH3:1][O:2][c:3]1[cH:4][cH:5][c:6]([CH2:7][n:8]2[n:9][cH:10][c:11]3[c:12]2[n:13][cH:14][c:15]2[c:20]3[CH2:19][CH2:18][NH:17][CH2:16]2)[cH:21][cH:22]1.[Cl:32][CH2:33][Cl:34].[O:23]=[C:24]=[N:25][c:26]1[cH:27][cH:28][cH:29][cH:30][cH:31]1>>[CH3:1][O:2][c:3]1[cH:4][cH:5][c:6]([CH2:7][n:8]2[n:9][cH:10][c:11]3[c:12]2[n:13][cH:14][c:15]2[c:20]3[CH2:19][CH2:18][N:17]([C:24](=[O:23])[NH:25][c:26]3[cH:27][cH:28][cH:29][cH:30][cH:31]3)[CH2:16]2)[cH:21][cH:22]1. Starting materials: ice, [OH-].[Na+] (NaOH), ice, ClC=1N=NC(=CC1)C1=CC=CC=C1 (3-chloro-6-phenylpyridazine), [N+](=O)(O)[O-] (nitric acid). Solvent: S(O)(O)(=O)=O (sulfuric acid). The product is ClC=1N=NC(=CC1)C1=C(C=CC=C1)[N+](=O)[O-] (3-Chloro-6-(nitrophenyl)-pyridazine). Reaction SMILES: [Cl:1][C:2]1[N:3]=[N:4][C:5]([C:8]2[CH:13]=[CH:12][CH:11]=[CH:10][CH:9]=2)=[CH:6][CH:7]=1.[N+:14]([O-])([OH:16])=[O:15].[OH-].[Na+]>S(=O)(=O)(O)O>[Cl:1][C:2]1[N:3]=[N:4][C:5]([C:8]2[CH:13]=[CH:12][CH:11]=[CH:10][C:9]=2[N+:14]([O-:16])=[O:15])=[CH:6][CH:7]=1 |f:2.3|. Procedure details: To an ice-cold solution of 3-chloro-6-phenylpyridazine (Aldrich, 1.4 g, 7.5 mmol) in conc. sulfuric acid (30 mL) was added 90% nitric acid (0.6 mL, 15 mmol). After 15 min. the mixture was poured over ice (200 mL) and neutralized with 25% aq. NaOH. The resulting precipitate was collected by filtration and dried under vacuum. The crude product (1.84 g) was a 1:1:0.5 mixture of ortho:meta:para isomers. Reactants: C1(CCCCC1)C=1C=2C=CC(=CC2N2C1C1=C(CN(C(C2)=O)CCN(C)C)C=C(C=C1)OC)C(=O)OC (methyl 14-cyclohexyl-6-[2-(dimethylamino)ethyl]-3-methoxy-7-oxo-5,6,7,8-tetrahydroindolo[2,1-a][2,5]benzodiazocine-11-carboxylate), solution, CO (MeOH). Run in C1CCOC1 (THF), C1CCOC1 (THF). Reaction conditions: time 3 hour. Yields the product C1(CCCCC1)C=1C=2C=CC(=CC2N2C1C1=C(CN(CC2)CCN(C)C)C=C(C=C1)OC)C(=O)OC (methyl 14-cyclohexyl-6-[2-(dimethylamino)ethyl]-3-methoxy-5,6,7,8-tetrahydroindolo[2,1-a][2,5]benzodiazocine-11-carboxylate). RXN SMILES: [CH:1]1([C:7]2[C:8]3[CH:9]=[CH:10][C:11]([C:34]([O:36][CH3:37])=[O:35])=[CH:12][C:13]=3[N:14]3[CH2:21][C:20](=O)[N:19]([CH2:23][CH2:24][N:25]([CH3:27])[CH3:26])[CH2:18][C:17]4[CH:28]=[C:29]([O:32][CH3:33])[CH:30]=[CH:31][C:16]=4[C:15]=23)[CH2:6][CH2:5][CH2:4][CH2:3][CH2:2]1.CO>C1COCC1>[CH:1]1([C:7]2[C:8]3[CH:9]=[CH:10][C:11]([C:34]([O:36][CH3:37])=[O:35])=[CH:12][C:13]=3[N:14]3[CH2:21][CH2:20][N:19]([CH2:23][CH2:24][N:25]([CH3:26])[CH3:27])[CH2:18][C:17]4[CH:28]=[C:29]([O:32][CH3:33])[CH:30]=[CH:31][C:16]=4[C:15]=23)[CH2:6][CH2:5][CH2:4][CH2:3][CH2:2]1. Procedure: To a solution of methyl 14-cyclohexyl-6-[2-(dimethylamino)ethyl]-3-methoxy-7-oxo-5,6,7,8-tetrahydroindolo[2,1-a][2,5]benzodiazocine-11-carboxylate (prepared in an analogous fashion to that described in Example 1) in THF (0.06 M), BH3Me2S (20 eq, 2 M solution in THF) was dropwise and the solution stirred at RT for 3 h. MeOH was added carefully to the mixture until effervescence ceased, then the volatiles were removed in vacuo. The crude residue was not isolated and directly used in the next step;... Starting materials: CC(C)(C)OC(=O)c1cc(Oc2ccc3ccc(C(=O)O)cc3c2)ccn1, C[Si](C)(C)C=[N+]=[N-], CCCCCC, CO, Cc1ccccc1. The product is COC(=O)c1ccc2ccc(Oc3ccnc(C(=O)OC(C)(C)C)c3)cc2c1. RXN SMILES: [C:1]([CH3:2])([CH3:3])([CH3:4])[O:5][C:6](=[O:7])[c:8]1[n:9][cH:10][cH:11][c:12]([O:14][c:15]2[cH:16][cH:17][c:18]3[cH:19][cH:20][c:21]([C:25](=[O:26])[OH:27])[cH:22][c:23]3[cH:24]2)[cH:13]1.[CH3:28][Si:29]([CH:30]=[N+:31]=[N-:32])([CH3:33])[CH3:34].[CH3:35][CH2:36][CH2:37][CH2:38][CH2:39][CH3:40].[CH3:41][OH:42].[CH3:43][c:44]1[cH:45][cH:46][cH:47][cH:48][cH:49]1>>[C:1]([CH3:2])([CH3:3])([CH3:4])[O:5][C:6](=[O:7])[c:8]1[n:9][cH:10][cH:11][c:12]([O:14][c:15]2[cH:16][cH:17][c:18]3[cH:19][cH:20][c:21]([C:25]([O:26][CH3:28])=[O:27])[cH:22][c:23]3[cH:24]2)[cH:13]1.